From a dataset of the Open Reaction Database (ORD), a public repository of structured organic reaction records. describe an organic reaction: reactants, conditions, products, and yield The reactants are C(C)OC(C(C(=O)OCC)=CN(C=1SC=CC1C(=O)OC(C)(C)C)C)=O (N-(3-tert-butoxycarbonyl-thien-2-yl)-methylaminomethylenemalonic acid diethyl ester), [Cl-].C=[N+]1CCOCC1 (4-methylene morpholinium chloride), C([O-])([O-])=O.[Na+].[Na+] (sodium carbonate). Product: C(C)OC(C(C(=O)OCC)=CN(C=1SC(=CC1C(=O)OC(C)(C)C)CN1CCOCC1)C)=O (N-(3-tert-Butoxycarbonyl-5-morpholinomethyl-thien-2-yl)-methylaminomethylenemalonic Acid Diethyl Ester). RXN SMILES: [CH2:1]([O:3][C:4](=[O:26])[C:5](=[CH:11][N:12]([CH3:25])[C:13]1[S:14][CH:15]=[CH:16][C:17]=1[C:18]([O:20][C:21]([CH3:24])([CH3:23])[CH3:22])=[O:19])[C:6]([O:8][CH2:9][CH3:10])=[O:7])[CH3:2].[Cl-].[CH2:28]=[N+:29]1[CH2:34][CH2:33][O:32][CH2:31][CH2:30]1.C(=O)([O-])[O-].[Na+].[Na+]>C(#N)C>[CH2:9]([O:8][C:6](=[O:7])[C:5](=[CH:11][N:12]([CH3:25])[C:13]1[S:14][C:15]([CH2:28][N:29]2[CH2:34][CH2:33][O:32][CH2:31][CH2:30]2)=[CH:16][C:17]=1[C:18]([O:20][C:21]([CH3:24])([CH3:23])[CH3:22])=[O:19])[C:4]([O:3][CH2:1][CH3:2])=[O:26])[CH3:10] |f:1.2,3.4.5|. Procedure details: A mixture of N-(3-tert-butoxycarbonyl-thien-2-yl)-methylaminomethylenemalonic acid diethyl ester (19.0 g) from Preparation No. 2 and 4-methylene morpholinium chloride (Dimmock, JR, et al Eur. J. Med. Chem. 1989, 24, 379-383) (13.4 g) in dry acetonitrile (50 ml) is heated at reflux for about 4 hr. The solution is then cooled in an ice bath and saturated aqueous sodium carbonate (98 ml) is slowly added. The solution is extracted three times with ethyl acetate (300 ml total) and the combined organi... Isolated yield 96.2%. Solvent: C(C)#N (acetonitrile). Starting materials: N1(CCCCC1)C1=CC=C(C=C1)S(=O)(=O)Cl (4-piperidinylbenzenesulphonyl chloride), O1CCCC1 (tetrahydrofuran), NCCCCC(=O)O (5-aminovaleric acid), [OH-].[Na+] (sodium hydroxide). Solvent: O (water). Conditions: time 4 hour. The product is N1(CCCCC1)C1=CC=C(C=C1)S(=O)(=O)NCCCCC(=O)O (5-(4-Piperidinylbenzenesulphonylamino)valeric acid). Yield: 56.9%. As a reaction SMILES: [N:1]1([C:7]2[CH:12]=[CH:11][C:10]([S:13](Cl)(=[O:15])=[O:14])=[CH:9][CH:8]=2)[CH2:6][CH2:5][CH2:4][CH2:3][CH2:2]1.[NH2:17][CH2:18][CH2:19][CH2:20][CH2:21][C:22]([OH:24])=[O:23].[OH-].[Na+].O1CCCC1>O>[N:1]1([C:7]2[CH:12]=[CH:11][C:10]([S:13]([NH:17][CH2:18][CH2:19][CH2:20][CH2:21][C:22]([OH:24])=[O:23])(=[O:15])=[O:14])=[CH:9][CH:8]=2)[CH2:6][CH2:5][CH2:4][CH2:3][CH2:2]1 |f:2.3|. Procedure: 7.8 g of 4-piperidinylbenzenesulphonyl chloride are added to a solution comprising 3.51 g of 5-aminovaleric acid and 3.6 g of sodium hydroxide dissolved in 35 cm3 of water, followed by the addition of 35 cm3 of tetrahydrofuran in order to obtain a solution. The temperature rises to 35° C. The mixture is kept stirring for 4 hours at room temperature, the tetrahydrofuran is evaporated off, the reaction medium is acidified using acetic acid, diluted with 100 cm3 of water and extracted with chlorofo... Starting materials: FC1(CC2C(C(OC3=C(C=C(C=C23)OCOC)C#N)C2=CC=C(C=C2)OCOC)C1)F (2,2-Difluoro-8-methoxymethoxy-4-(4-methoxymethoxy-phenyl)-1,2,3,3a,4,9b-hexahydro-cyclopenta[c]chromene-6-carbonitrile), C[Li] (methyl lithium), solution, C(CCC)[Li] (n-butyllithium), solution, [BH4-].[Na+] (sodium borohydride), CN(C)C=O (DMF). The solvent is C1CCOC1 (THF), CCOCC (Et2O), hexanes, CCOC(=O)C (EtOAc). Reaction conditions: time 15 minute. The product is FC1(CC2C(C(OC=3C(=CC(=CC23)OCOC)CO)C2=CC=C(C=C2)OCOC)C1)F ([2,2-Difluoro-8-methoxymethoxy-4-(4-methoxymethoxy-phenyl)-1,2,3,3a,4,9b-hexahydro-cyclopenta[c]chromen-6-yl]-methanol). Reaction SMILES: [F:1][C:2]1([F:31])[CH2:30][CH:5]2[CH:6]([C:20]3[CH:25]=[CH:24][C:23]([O:26][CH2:27][O:28][CH3:29])=[CH:22][CH:21]=3)[O:7][C:8]3[C:13]([CH:4]2[CH2:3]1)=[CH:12][C:11]([O:14][CH2:15][O:16][CH3:17])=[CH:10][C:9]=3[C:18]#N.C[Li].C([Li])CCC.CN(C=[O:43])C.[BH4-].[Na+]>C1COCC1.CCOCC.CCOC(C)=O>[F:1][C:2]1([F:31])[CH2:30][CH:5]2[CH:6]([C:20]3[CH:25]=[CH:24][C:23]([O:26][CH2:27][O:28][CH3:29])=[CH:22][CH:21]=3)[O:7][C:8]3[C:9]([CH2:18][OH:43])=[CH:10][C:11]([O:14][CH2:15][O:16][CH3:17])=[CH:12][C:13]=3[CH:4]2[CH2:3]1 |f:4.5|. Procedure details: To a solution of preparation 16 (97 mg, 0.20 mmol) in 2 mL of THF at −78° C. add methyl lithium (0.062 mL of a 1.6 M solution in Et2O, 0.10 mmol) followed by n-butyllithium (0.25 mL of a 1.6 M solution in hexanes, 0.40 mmol). Stir the solution for 15 min and then add DMF (0.077 mL, 1.0 mmol). Stir the solution for 30 min and then quench the reaction with saturated aqueous ammonium chloride. Let the solution warm to room temperature, separate; and back extract the aqueous solution with EtOAc. Was... Procedure: To a solution of (S)-6-(4-bromophenyl)-4-((R)-1-phenylethyl)-1,4-oxazepan-3-one (1.09 g, 2.91 mmol) in tetrahydrofuran (14.0 ml) was added 1.0M-borane-tetrahydrofuran complex in tetrahydrofuran (6.40 ml, 6.40 mmol) at 0° C. The mixture was stirred at room temperature for 5 hours. After the reaction mixture was cooled to 0° C., methanol (15 ml) and 6.0N-sodium hydroxide (10 ml) was added carefully. The resulting mixture was refluxed for 2 hours and cooled to room temperature. The organic solvent ... Reaction SMILES: [Br:1][C:2]1[CH:7]=[CH:6][C:5]([C@@H:8]2[CH2:14][O:13][CH2:12][C:11](=O)[N:10]([C@@H:16]([C:18]3[CH:23]=[CH:22][CH:21]=[CH:20][CH:19]=3)[CH3:17])[CH2:9]2)=[CH:4][CH:3]=1.CO.[OH-].[Na+]>O1CCCC1>[Br:1][C:2]1[CH:3]=[CH:4][C:5]([C@@H:8]2[CH2:14][O:13][CH2:12][CH2:11][N:10]([C@@H:16]([C:18]3[CH:19]=[CH:20][CH:21]=[CH:22][CH:23]=3)[CH3:17])[CH2:9]2)=[CH:6][CH:7]=1 |f:2.3|. Run in O1CCCC1 (tetrahydrofuran), O1CCCC1 (tetrahydrofuran). Starting materials: CO (methanol), [OH-].[Na+] (sodium hydroxide), BrC1=CC=C(C=C1)[C@H]1CN(C(COC1)=O)[C@H](C)C1=CC=CC=C1 ((S)-6-(4-bromophenyl)-4-((R)-1-phenylethyl)-1,4-oxazepan-3-one). Yields the product BrC1=CC=C(C=C1)[C@H]1CN(CCOC1)[C@H](C)C1=CC=CC=C1 ((S)-6-(4-bromophenyl)-4-((R)-1-phenylethyl)-[1,4]oxazepane). Yield: 95.4%. Reaction conditions: time 5 hour. Starting materials: Brc1ccc(Br)nc1, C[O-], CO, [Na+]. Product: COc1ccc(Br)cn1. As a reaction SMILES: [Br:1][c:2]1[n:3][cH:4][c:5]([Br:8])[cH:6][cH:7]1.[CH3:11][O-:12].[CH3:9][OH:10].[Na+:13]>>[c:2]1([O:10][CH3:9])[n:3][cH:4][c:5]([Br:8])[cH:6][cH:7]1. Starting materials: C(C)OC(C(CCC)(NC(=O)NC=1SC=CN1)CCC)=O (2-propyl-2-(3-thiazol-2-ylureido)pentanoic acid ethyl ester), Cl (hydrochloric acid). Run in [OH-].[Na+] (sodium hydroxide). The product is C(CC)C(C(=O)O)(CCC)NC(=O)NC=1SC=CN1 (2-propyl-2-(3-thiazol-2-ylureido)pentanoic acid). Isolated yield 92.9%. RXN SMILES: C([O:3][C:4](=[O:21])[C:5]([CH2:18][CH2:19][CH3:20])([NH:9][C:10]([NH:12][C:13]1[S:14][CH:15]=[CH:16][N:17]=1)=[O:11])[CH2:6][CH2:7][CH3:8])C.Cl>[OH-].[Na+]>[CH2:6]([C:5]([NH:9][C:10]([NH:12][C:13]1[S:14][CH:15]=[CH:16][N:17]=1)=[O:11])([CH2:18][CH2:19][CH3:20])[C:4]([OH:21])=[O:3])[CH2:7][CH3:8] |f:2.3|. Reported procedure: 10.03 g of the product from stage 4 were dissolved with stirring in 200 ml of semi-concentrated sodium hydroxide solution at a temperature of 20° C. The pH was then adjusted to 4 with concentrated hydrochloric acid and extracted three times with 50 ml portions of dichloromethane. The extracts were washed once with a saturated sodium chloride solution and dried over sodium sulphate. Once the solvent had been removed by distillation, 8.48 g of 2-propyl-2-(3-thiazol-2-ylureido)pentanoic acid (93% o...